Task: describe an organic reaction: reactants, conditions, products, and yield. Dataset: the Open Reaction Database (ORD), a public repository of structured organic reaction records Starting materials: O=C([O-])O, COc1ccc(Cn2ncc3c(NC4CCOCC4)c(C4=NOC5(CCC5)C4)cnc32)cc1, CCOC(C)=O, [Na+], O=C(O)C(F)(F)F. Yields the product c1nc2[nH]ncc2c(NC2CCOCC2)c1C1=NOC2(CCC2)C1. RXN SMILES: [C:47](=[O:48])([OH:49])[O-:50].[CH3:1][O:2][c:3]1[cH:4][cH:5][c:6]([CH2:7][n:8]2[n:9][cH:10][c:11]3[c:12]2[n:13][cH:14][c:15]([C:24]2=[N:25][O:26][C:27]4([CH2:28][CH2:29][CH2:30]4)[CH2:31]2)[c:16]3[NH:17][CH:18]2[CH2:19][CH2:20][O:21][CH2:22][CH2:23]2)[cH:32][cH:33]1.[CH3:41][CH2:42][O:43][C:44](=[O:45])[CH3:46].[Na+:51].[OH:34][C:35]([C:36]([F:37])([F:38])[F:39])=[O:40]>>[nH:8]1[n:9][cH:10][c:11]2[c:12]1[n:13][cH:14][c:15]([C:24]1=[N:25][O:26][C:27]3([CH2:28][CH2:29][CH2:30]3)[CH2:31]1)[c:16]2[NH:17][CH:18]1[CH2:19][CH2:20][O:21][CH2:22][CH2:23]1. Starting materials: FC(F)(F)CCBr, CN(C)C=O, N#CC(C#N)Cc1c(F)cc(F)cc1F, [H-], [Na+]. The product is N#CC(C#N)(CCC(F)(F)F)Cc1c(F)cc(F)cc1F. As a reaction SMILES: [Br:18][CH2:19][CH2:20][C:21]([F:22])([F:23])[F:24].[CH3:25][N:26]([CH3:27])[CH:28]=[O:29].[F:1][c:2]1[c:3]([CH2:4][CH:5]([C:6]#[N:7])[C:8]#[N:9])[c:10]([F:15])[cH:11][c:12]([F:14])[cH:13]1.[H-:16].[Na+:17]>>[F:1][c:2]1[c:3]([CH2:4][C:5]([C:6]#[N:7])([C:8]#[N:9])[CH2:19][CH2:20][C:21]([F:22])([F:23])[F:24])[c:10]([F:15])[cH:11][c:12]([F:14])[cH:13]1. Starting materials: O=C([O-])[O-], CN(C)C=O, Oc1nsnc1-c1ccc(Cl)cc1, CI, [K+], [K+]. Product: COc1nsnc1-c1ccc(Cl)cc1. RXN SMILES: [C:14](=[O:15])([O-:16])[O-:17].[CH3:22][N:23]([CH3:24])[CH:25]=[O:26].[Cl:1][c:2]1[cH:3][cH:4][c:5](-[c:8]2[c:9]([OH:13])[n:10][s:11][n:12]2)[cH:6][cH:7]1.[I:20][CH3:21].[K+:18].[K+:19]>>[Cl:1][c:2]1[cH:3][cH:4][c:5](-[c:8]2[c:9]([O:13][CH3:14])[n:10][s:11][n:12]2)[cH:6][cH:7]1. Starting materials: C(C)C1=CC(=C(NC1=O)C)C1=CC=C(S1)S(=O)(=O)Cl (5-(5-Ethyl-2-methyl-6-oxo-1,6-dihydropyridin-3-yl)thiophene-2-sulfonyl chloride), CN1CCNCCC1 (1-methyl-1,4-diazepane). Yields the product Cl.C(C)C=1C(NC(=C(C1)C=1SC(=CC1)S(=O)(=O)N1CCN(CCC1)C)C)=O (3-Ethyl-6-methyl-5-[5-(4-methyl-1,4-diazepane-1-sulfonyl)thiophen-2-yl]-1H-pyridin-2-one hydrochloride). As a reaction SMILES: [CH2:1]([C:3]1[C:8](=[O:9])[NH:7][C:6]([CH3:10])=[C:5]([C:11]2[S:15][C:14]([S:16]([Cl:19])(=[O:18])=[O:17])=[CH:13][CH:12]=2)[CH:4]=1)[CH3:2].[CH3:20][N:21]1[CH2:27][CH2:26][CH2:25][NH:24][CH2:23][CH2:22]1>>[ClH:19].[CH2:1]([C:3]1[C:8](=[O:9])[NH:7][C:6]([CH3:10])=[C:5]([C:11]2[S:15][C:14]([S:16]([N:24]3[CH2:25][CH2:26][CH2:27][N:21]([CH3:20])[CH2:22][CH2:23]3)(=[O:18])=[O:17])=[CH:13][CH:12]=2)[CH:4]=1)[CH3:2] |f:2.3|. Procedure: 5-(5-Ethyl-2-methyl-6-oxo-1,6-dihydropyridin-3-yl)thiophene-2-sulfonyl chloride is reacted with 1-methyl-1,4-diazepane as described in Steps 5 and 6, Example 1 to give the title compound. MS: m/e 396 (M+H) Starting materials: nitrile, nitrile, CC1(OCCO1)CCC#CCCCC#N (2-methyl-2-(7-cyano-3-heptynyl)-1,3-dioxolane), [C-]#N.[Na+] (sodium cyanide), C(C)O (ethanol). Run in [OH-].[Na+] (sodium hydroxide). Yields the product O=C(CCC#CCCCC(=O)O)C (9-oxo-5-decynoic acid). RXN SMILES: C[C:2]1([CH2:7][CH2:8][C:9]#[C:10][CH2:11][CH2:12]CC#N)[O:6]CC[O:3]1.[C-:16]#N.[Na+].[CH2:19]([OH:21])[CH3:20]>[OH-].[Na+]>[O:21]=[C:19]([CH3:16])[CH2:20][CH2:12][C:11]#[C:10][CH2:9][CH2:8][CH2:7][C:2]([OH:6])=[O:3] |f:1.2,4.5|. Reported procedure: In a preferred embodiment of the process, 2-methyl-2-(3-butynyl)-1,3-dioxolane is reacted with 1-chloro-3-bromo-propane or 1-chloro-3-iodo-propane, in the presence of lithium amide in liquid ammonia to obtain 2-methyl-2-(7-chloro-3-heptynyl)-1,3-dioxolane. Conversion of the latter to the nitrile, 2-methyl-2-(7-cyano-3-heptynyl)-1,3-dioxolane, is accomplished by reaction with sodium cyanide in ethanol under reflux. The nitrile is then hydrolyzed in sodium hydroxide to obtain the desired 9-oxo-5-d... The reactants are OC1=CC=C(OC(C(=O)OC)C)C=C1 (methyl 2-(4-hydroxyphenoxy)propanoate), [H-].[Na+] (sodium hydride), ClC1=NC2=CC=CC=C2N=C1 (2-chloroquinoxaline), [H][H] (hydrogen). The solvent is CN(C=O)C (dimethylformamide), CN(C=O)C (dimethylformamide), O (water). Run at temperature 130 celsius, time 8 hour. Yields the product N1=C(C=NC2=CC=CC=C12)OC1=CC=C(OC(C(=O)OC)C)C=C1 (Methyl 2-[4-(2-quinoxalinyloxy)phenoxy]propanoate). The yield is 43.2%. As a reaction SMILES: [OH:1][C:2]1[CH:14]=[CH:13][C:5]([O:6][CH:7]([CH3:12])[C:8]([O:10][CH3:11])=[O:9])=[CH:4][CH:3]=1.[H-].[Na+].[H][H].Cl[C:20]1[CH:29]=[N:28][C:27]2[C:22](=[CH:23][CH:24]=[CH:25][CH:26]=2)[N:21]=1>CN(C)C=O.O>[N:21]1[C:22]2[C:27](=[CH:26][CH:25]=[CH:24][CH:23]=2)[N:28]=[CH:29][C:20]=1[O:1][C:2]1[CH:3]=[CH:4][C:5]([O:6][CH:7]([CH3:12])[C:8]([O:10][CH3:11])=[O:9])=[CH:13][CH:14]=1 |f:1.2|. Procedure: In a nitrogen atmosphere, a solution of 5.9 g (0.03 mole) methyl 2-(4-hydroxyphenoxy)propanoate in 20 cc of dimethylformamide was added dropwise at about 15° C. to 1.5 g (0.03 mole) 57% sodium hydride in 20 cc dimethylformamide. When the evolution of hydrogen ceased, 4.9 g (0.03 mole) 2-chloroquinoxaline was added and the reaction mixture was heated at 130° C. for 4 hours. After standing overnight at room temperature, the reaction mixture was poured into about 100 cc of cold water. The precipita... Starting materials: ClC1=C(OCC(=O)OCC)C(=CC(=C1)C=O)OC (Ethyl 2-(2-chloro-4-formyl-6-methoxyphenoxy)acetate), [BH4-].[Na+] (NaBH4). Run in O (water), C1CCOC1 (THF). Yields the product ClC1=C(OCC(=O)OCC)C(=CC(=C1)CO)OC (Ethyl 2-(2-chloro-4-(hydroxymethyl)-6-methoxyphenoxy)acetate). The yield is 86.2%. As a reaction SMILES: [Cl:1][C:2]1[CH:14]=[C:13]([CH:15]=[O:16])[CH:12]=[C:11]([O:17][CH3:18])[C:3]=1[O:4][CH2:5][C:6]([O:8][CH2:9][CH3:10])=[O:7].[BH4-].[Na+]>C1COCC1.O>[Cl:1][C:2]1[CH:14]=[C:13]([CH2:15][OH:16])[CH:12]=[C:11]([O:17][CH3:18])[C:3]=1[O:4][CH2:5][C:6]([O:8][CH2:9][CH3:10])=[O:7] |f:1.2|. Procedure details: The compound was prepared according to general procedure F with Ethyl 2-(2-chloro-4-formyl-6-methoxyphenoxy)acetate (1.5 mmol) in THF (20 ml) and water (20 ml) and NaBH4 (1.5 mmol). 355 mg of compound were obtained. This compound was used without further purification. 1H NMR (250 MHz, CDCl3): δ 1.31 (t, J=7.1 Hz, 3H), 3.86 (s, 3H), 4.25 (q, J=7.1 Hz, 2H), 4.55 (s, 2H), 4.60 (s, 2H) 6.95 (s, 1H), 6.98 (s, 1H). MS (ESI): m/z 274.9 and 276.9 [M+H]+, 570.7 and 572.7 [2M+Na]+